The task is: describe an organic reaction: reactants, conditions, products, and yield. This data is from the Open Reaction Database (ORD), a public repository of structured organic reaction records. The product is CC1CNCCN1c1cncc(OCc2ccccc2)n1. Reaction SMILES: [Cl:1][c:2]1[cH:3][n:4][cH:5][c:6]([N:8]2[CH:9]([CH3:14])[CH2:10][NH:11][CH2:12][CH2:13]2)[n:7]1.[O:23]=[CH:24][N:25]([CH3:26])[CH3:27].[OH:15][CH2:16][c:17]1[cH:18][cH:19][cH:20][cH:21][cH:22]1>>[c:2]1([O:15][CH2:16][c:17]2[cH:18][cH:19][cH:20][cH:21][cH:22]2)[cH:3][n:4][cH:5][c:6]([N:8]2[CH:9]([CH3:14])[CH2:10][NH:11][CH2:12][CH2:13]2)[n:7]1. Starting materials: CC1CNCCN1c1cncc(Cl)n1, CN(C)C=O, OCc1ccccc1. Yield: 82.8%. Product: [N+](=O)([O-])C1=CC=C(C=C1)OC(\C=C\C1=C(C2=C(S1)C=C(C=C2)OC)CCCCC)=O ((E)-3-(6-methoxy-3-pentylbenzo[b]thien-2-yl)-2-propenoic acid 4-nitrophenyl ester). Procedure: As in Example 113, (E)-3-(6-methoxy-3-pentylbenzo[b]thien-2-yl)-2-propenoic acid (7 g) was reacted with 4-nitrophenol (3.6 g) in dichloromethane (70 mL) in the presence of 1,3-dicyclohexylcarbodiimide (4.8 g). The crude reaction product was crystallized from dichloromethane-2-propanol to give 8.1 g of (E)-3-(6-methoxy-3-pentylbenzo[b]thien-2-yl)-2-propenoic acid 4-nitrophenyl ester, mp 111°-113° C. Anal. Calcd for C23H23NO5S: C, 64.92; H, 5.45; N, 3.29; S, 7.54 Found: C, 64.64; H, 5.35; N, 3.27;... Starting materials: COC=1C=CC2=C(SC(=C2CCCCC)/C=C/C(=O)O)C1 ((E)-3-(6-methoxy-3-pentylbenzo[b]thien-2-yl)-2-propenoic acid), [N+](=O)([O-])C1=CC=C(C=C1)O (4-nitrophenol), C1(CCCCC1)N=C=NC1CCCCC1 (1,3-dicyclohexylcarbodiimide). The solvent is ClCCl (dichloromethane). Reaction SMILES: [CH3:1][O:2][C:3]1[CH:4]=[CH:5][C:6]2[C:10]([CH2:11][CH2:12][CH2:13][CH2:14][CH3:15])=[C:9](/[CH:16]=[CH:17]/[C:18]([OH:20])=[O:19])[S:8][C:7]=2[CH:21]=1.[N+:22]([C:25]1[CH:30]=[CH:29][C:28](O)=[CH:27][CH:26]=1)([O-:24])=[O:23].C1(N=C=NC2CCCCC2)CCCCC1>ClCCl>[N+:22]([C:25]1[CH:30]=[CH:29][C:28]([O:19][C:18](=[O:20])/[CH:17]=[CH:16]/[C:9]2[S:8][C:7]3[CH:21]=[C:3]([O:2][CH3:1])[CH:4]=[CH:5][C:6]=3[C:10]=2[CH2:11][CH2:12][CH2:13][CH2:14][CH3:15])=[CH:27][CH:26]=1)([O-:24])=[O:23].